Dataset: the Open Reaction Database (ORD), a public repository of structured organic reaction records. Task: describe an organic reaction: reactants, conditions, products, and yield Isolated yield 101.8%. Reported procedure: 1-[3-(2-Methoxy-phenyl)-pyrrolidin-1-yl]-propan-1-one (0.7 g; 3 mmol) were dissolved in 10 ml of nitromethane. At −5° C. to −10° C., a mixture of 0.290 g nitric acid, 0.5 g water and 5.52 g sulphuric acid were added within 25 minutes, and the reaction mixture was stirred for another 1 h at low temperature and 16 h at room temperature. Ice was added, the reaction mixture was adjusted to alkaline pH with 50% aqueous NaOH, and the aqueous phase was extracted twice with diethylether. The organic lay... Conditions: time 16 hour. The reactants are [N+](=O)(O)[O-] (nitric acid), S(O)(O)(=O)=O (sulphuric acid), [OH-].[Na+] (NaOH), COC1=C(C=CC=C1)C1CN(CC1)C(CC)=O (1-[3-(2-Methoxy-phenyl)-pyrrolidin-1-yl]-propan-1-one). The solvent is O (water), [N+](=O)([O-])C (nitromethane). Reaction SMILES: [CH3:1][O:2][C:3]1[CH:8]=[CH:7][CH:6]=[CH:5][C:4]=1[CH:9]1[CH2:13][CH2:12][N:11]([C:14](=[O:17])[CH2:15][CH3:16])[CH2:10]1.[N+:18]([O-])([OH:20])=[O:19].S(=O)(=O)(O)O.[OH-].[Na+]>[N+](C)([O-])=O.O>[CH3:1][O:2][C:3]1[CH:8]=[CH:7][C:6]([N+:18]([O-:20])=[O:19])=[CH:5][C:4]=1[CH:9]1[CH2:13][CH2:12][N:11]([C:14](=[O:17])[CH2:15][CH3:16])[CH2:10]1 |f:3.4|. Product: COC1=C(C=C(C=C1)[N+](=O)[O-])C1CN(CC1)C(CC)=O (1-[3-(2-Methoxy-5-nitro-phenyl)-pyrrolidin-1-yl]-propan-1-one). Starting materials: Br[Mg]c1ccccc1, C1CCOC1, N#CC1(N2CCC(n3c(=O)[nH]c4ccccc43)CC2)CCCCC1, O. The product is O=c1[nH]c2ccccc2n1C1CCN(C2(c3ccccc3)CCCCC2)CC1. As a reaction SMILES: [Br:1][Mg:2][c:3]1[cH:4][cH:5][cH:6][cH:7][cH:8]1.[CH2:34]1[O:35][CH2:36][CH2:37][CH2:38]1.[O:9]=[c:10]1[nH:11][c:12]2[c:13]([n:14]1[CH:15]1[CH2:16][CH2:17][N:18]([C:21]3([C:27]#[N:28])[CH2:22][CH2:23][CH2:24][CH2:25][CH2:26]3)[CH2:19][CH2:20]1)[cH:29][cH:30][cH:31][cH:32]2.[OH2:33]>>[c:3]1([C:21]2([N:18]3[CH2:17][CH2:16][CH:15]([n:14]4[c:10](=[O:9])[nH:11][c:12]5[c:13]4[cH:29][cH:30][cH:31][cH:32]5)[CH2:20][CH2:19]3)[CH2:22][CH2:23][CH2:24][CH2:25][CH2:26]2)[cH:4][cH:5][cH:6][cH:7][cH:8]1. Starting materials: CCCCCC1CCc2cc(C(=O)O)ccc2C1, CCCCc1ccc(O)cc1, [Cl-], c1ccncc1. Product: CCCCCC1CCc2cc(C(=O)Oc3ccc(CCCC)cc3)ccc2C1. Reaction SMILES: [CH2:1]([CH2:2][CH2:3][CH2:4][CH3:5])[CH:6]1[CH2:7][c:8]2[cH:9][cH:10][c:11]([C:16](=[O:17])[OH:18])[cH:12][c:13]2[CH2:14][CH2:15]1.[CH2:20]([CH2:21][CH2:22][CH3:23])[c:24]1[cH:25][cH:26][c:27]([OH:30])[cH:28][cH:29]1.[Cl-:19].[cH:31]1[cH:32][cH:33][n:34][cH:35][cH:36]1>>[CH2:1]([CH2:2][CH2:3][CH2:4][CH3:5])[CH:6]1[CH2:7][c:8]2[cH:9][cH:10][c:11]([C:16](=[O:17])[O:18][c:27]3[cH:26][cH:25][c:24]([CH2:20][CH2:21][CH2:22][CH3:23])[cH:29][cH:28]3)[cH:12][c:13]2[CH2:14][CH2:15]1. The product is CCOC(=O)c1c(C)nc2cccc(OCC(C)NC(=O)c3ccc(OC)c(OCCCO)c3)c2c1N. The reactants are CCOC(=O)c1c(C)nc2cccc(OCC(C)N)c2c1N, COc1ccc(C(=O)O)cc1OCCCO. RXN SMILES: [NH2:1][c:2]1[c:3]([C:18](=[O:19])[O:20][CH2:21][CH3:22])[c:4]([CH3:17])[n:5][c:6]2[cH:7][cH:8][cH:9][c:10]([O:12][CH2:13][CH:14]([CH3:15])[NH2:16])[c:11]12.[OH:23][CH2:24][CH2:25][CH2:26][O:27][c:28]1[cH:29][c:30]([C:31](=[O:32])[OH:33])[cH:34][cH:35][c:36]1[O:37][CH3:38]>>[NH2:1][c:2]1[c:3]([C:18](=[O:19])[O:20][CH2:21][CH3:22])[c:4]([CH3:17])[n:5][c:6]2[cH:7][cH:8][cH:9][c:10]([O:12][CH2:13][CH:14]([CH3:15])[NH:16][C:31]([c:30]3[cH:29][c:28]([O:27][CH2:26][CH2:25][CH2:24][OH:23])[c:36]([O:37][CH3:38])[cH:35][cH:34]3)=[O:32])[c:11]12. Reactants: O=C1C2C(C2CC1)C(=O)OCC (ethyl 2-oxobicyclo[3.1.0]hexane-6-carboxylate), Cl (hydrochloric acid). Solvent: [OH-].[Na+] (sodium hydroxide). Conditions: time 2.5 hour. Yields the product O=C1C2C(C2CC1)C(=O)O (2-Oxobicyclo[3.1.0]hexane-6-carboxylic acid). As a reaction SMILES: [O:1]=[C:2]1[CH2:7][CH2:6][CH:5]2[CH:3]1[CH:4]2[C:8]([O:10]CC)=[O:9].Cl>[OH-].[Na+]>[O:1]=[C:2]1[CH2:7][CH2:6][CH:5]2[CH:3]1[CH:4]2[C:8]([OH:10])=[O:9] |f:2.3|. Procedure: A mixture of 60 g of ethyl 2-oxobicyclo[3.1.0]hexane-6-carboxylate and 300 ml of 1N sodium hydroxide was stirred at 25°-30° C. After 2.5 hours, concentrated hydrochloric acid was added to adjust the pH to 0.8-1.2. The resulting solution was extracted with ethyl acetate. The extracts were dried over magnesium sulfate, filtered, and concentrated to give 49.1 g (98%) of the crude material. Recrystallization from 100 ml of ethyl acetate gave the title compound, mp 123.5°-128° C. Starting materials: CC(=O)OC(C)=O, CCOC(OCC)OCC, CCC(=O)CC(=O)c1ccc(S(C)(=O)=O)cc1Cl. Yields the product CCOC=C(C(=O)CC)C(=O)c1ccc(S(C)(=O)=O)cc1Cl. RXN SMILES: [CH3:29][C:30]([O:31][C:32](=[O:33])[CH3:34])=[O:35].[CH:19]([O:20][CH2:21][CH3:22])([O:23][CH2:24][CH3:25])[O:26][CH2:27][CH3:28].[Cl:1][c:2]1[c:3]([C:12]([CH2:13][C:14]([CH2:15][CH3:16])=[O:17])=[O:18])[cH:4][cH:5][c:6]([S:8](=[O:9])(=[O:10])[CH3:11])[cH:7]1>>[Cl:1][c:2]1[c:3]([C:12]([C:13]([C:14]([CH2:15][CH3:16])=[O:17])=[CH:19][O:20][CH2:21][CH3:22])=[O:18])[cH:4][cH:5][c:6]([S:8](=[O:9])(=[O:10])[CH3:11])[cH:7]1. Reactants: ClC1=NN2C(C(=CC=C2)C2=C(C=C(C=C2)S(=O)(=O)C)OCC(F)F)=N1 (2-chloro-8-[2-(2,2-difluoro-ethoxy)-4-methanesulfonyl-phenyl]-[1,2,4]-triazolo[1,5-a]pyridine), C(C)(C)(C)OC(=O)N1CCC2=C(CC1)C=CC(=C2)N (7-amino-1,2,4,5-tetrahydro-3-benzazepine-3-carboxylic acid tert-butyl ester), 311b. Product: C(C)(C)(C)OC(=O)N1CCC2=C(CC1)C=CC(=C2)NC2=NN1C(C(=CC=C1)C1=C(C=C(C=C1)S(=O)(=O)C)OCC(F)F)=N2 (7-{8-[2-(2,2-Difluoro-ethoxy)-4-methanesulfonyl-phenyl]-[1,2,4]triazolo[1,5-a]pyridin-2-ylamino}-1,2,4,5-tetrahydro-3-benzazepine-3-carboxylic acid tert-butyl ester), product. Isolated yield 71.0%. Reaction SMILES: Cl[C:2]1[N:25]=[C:5]2[C:6]([C:10]3[CH:15]=[CH:14][C:13]([S:16]([CH3:19])(=[O:18])=[O:17])=[CH:12][C:11]=3[O:20][CH2:21][CH:22]([F:24])[F:23])=[CH:7][CH:8]=[CH:9][N:4]2[N:3]=1.[C:26]([O:30][C:31]([N:33]1[CH2:39][CH2:38][C:37]2[CH:40]=[CH:41][C:42]([NH2:44])=[CH:43][C:36]=2[CH2:35][CH2:34]1)=[O:32])([CH3:29])([CH3:28])[CH3:27]>>[C:26]([O:30][C:31]([N:33]1[CH2:39][CH2:38][C:37]2[CH:40]=[CH:41][C:42]([NH:44][C:2]3[N:25]=[C:5]4[C:6]([C:10]5[CH:15]=[CH:14][C:13]([S:16]([CH3:19])(=[O:18])=[O:17])=[CH:12][C:11]=5[O:20][CH2:21][CH:22]([F:24])[F:23])=[CH:7][CH:8]=[CH:9][N:4]4[N:3]=3)=[CH:43][C:36]=2[CH2:35][CH2:34]1)=[O:32])([CH3:29])([CH3:27])[CH3:28]. Procedure: 7-{8-[2-(2,2-Difluoro-ethoxy)-4-methanesulfonyl-phenyl]-[1,2,4]triazolo[1,5-a]pyridin-2-ylamino}-1,2,4,5-tetrahydro-3-benzazepine-3-carboxylic acid tert-butyl ester was prepared from 2-chloro-8-[2-(2,2-difluoro-ethoxy)-4-methanesulfonyl-phenyl]-[1,2,4]-triazolo[1,5-a]pyridine (0.371 g, 1.20 mmol) and 7-amino-1,2,4,5-tetrahydro-3-benzazepine-3-carboxylic acid tert-butyl ester (0.253 g, 652 mmol) in a manner analogous to Example 311a and 311b to give product (0.285 g, 71%): 1H NMR (400 MHz, (D3C)2... Starting materials: O (water), C(C(=O)OCC)(=O)OCC (diethyl oxalate), CC(=O)C (acetone), [O-]CC.[Na+] (sodium ethoxide). Solvent: C(C)O (ethanol). Reaction conditions: time 3 hour. Yields the product CCOC(=O)C(=O)CC(=O)C (ethyl acetopyruvate). RXN SMILES: [O-]CC.[Na+].[C:5]([O:12][CH2:13][CH3:14])(=[O:11])[C:6]([O:8]CC)=O.[CH3:15][C:16]([CH3:18])=[O:17].O>C(O)C>[CH3:14][CH2:13][O:12][C:5]([C:6]([CH2:15][C:16]([CH3:18])=[O:17])=[O:8])=[O:11] |f:0.1|. Reported procedure: In 125 ml of ethanol were dissolved 14.2 g of sodium ethoxide, followed by the dropwise addition of a mixed liquid of 25 ml of diethyl oxalate and 13.5 ml of acetone over 20 minutes. The resulting mixture was stirred at room temperature for 3 hours. After the completion of the reaction, water was added to the reaction mixture. Ethanol was then evaporated under reduced pressure. The residue was extracted with chloroform. After the chloroform layer was washed with water, it was dried over anhydrou... Reactants: COC(CNC(C=CC1=CC=CC=C1)=O)=O (cinnamoyl-glycine-methyl ester), CN1CCOCC1 (N-methylmorpholine), C(C1=CC=CC=C1)(=O)O (benzoic acid), C(C)(C)(C)OC(CN)=O (glycine-t-butyl ester), CN1CCOCC1 (N-methylmorpholine), ClC(=O)OCC(C)C (isobutyl chloroformate). The solvent is C(C)(=O)OCC (ethyl acetate), CN(C=O)C (dimethyl formamide). Conditions: temperature 0 celsius. The product is C(C)(C)(C)OC(CNC(C1=CC=CC=C1)=O)=O (benzoyl-glycine-t-butyl ester). As a reaction SMILES: COC(=O)CNC(=O)C=CC1C=CC=CC=1.[C:17]([O:21][C:22](=[O:25])[CH2:23][NH2:24])([CH3:20])([CH3:19])[CH3:18].CN1CCOCC1.[C:33](O)(=[O:40])[C:34]1[CH:39]=[CH:38][CH:37]=[CH:36][CH:35]=1.ClC(OCC(C)C)=O>CN(C)C=O.C(OCC)(=O)C>[C:17]([O:21][C:22](=[O:25])[CH2:23][NH:24][C:33](=[O:40])[C:34]1[CH:39]=[CH:38][CH:37]=[CH:36][CH:35]=1)([CH3:20])([CH3:19])[CH3:18]. Procedure: Following the same general procedure described previously for cinnamoyl-glycine-methyl ester, glycine-t-butyl ester. MCl (10.88 grams) was dissolved in dimethyl formamide (approximately 100 ml), cooled to 0° C. and treated with N-methylmorpholine (9.04 ml, 1 equivalent) followed immediately by a pre-cooled solution of benzoic acid (7.94 grams) in ethyl acetate (approximately 75 ml) which had been pre-activated by treatment with N-methylmorpholine (9.04 ml) followed by isobutyl chloroformate (8.4... The reactants are CN1C(C=CC2=CC(=CC=C12)C1CN(CC1)C(=O)OC(C)(C)C)=O (tert-butyl 3-(1-methyl-2-oxo-1,2-dihydroquinolin-6-yl)pyrrolidine-1-carboxylate), Cl (HCl), O1CCOCC1 (dioxane). Solvent: C(Cl)Cl (CH2Cl2). Run at time 3 hour. Yields the product CN1C(C=CC2=CC(=CC=C12)C1CNCC1)=O (1-methyl-6-(pyrrolidin-3-yl)quinolin-2(1H)-one), Cl (HCl). Reaction SMILES: [CH3:1][N:2]1[C:11]2[C:6](=[CH:7][C:8]([CH:12]3[CH2:16][CH2:15][N:14](C(OC(C)(C)C)=O)[CH2:13]3)=[CH:9][CH:10]=2)[CH:5]=[CH:4][C:3]1=[O:24].[ClH:25].O1CCOCC1>C(Cl)Cl>[CH3:1][N:2]1[C:11]2[C:6](=[CH:7][C:8]([CH:12]3[CH2:16][CH2:15][NH:14][CH2:13]3)=[CH:9][CH:10]=2)[CH:5]=[CH:4][C:3]1=[O:24].[ClH:25]. Procedure: A stirred solution of tert-butyl 3-(1-methyl-2-oxo-1,2-dihydroquinolin-6-yl)pyrrolidine-1-carboxylate (1 mg) in CH2Cl2 (2 mL) was treated with 4 M HCl in dioxane (1 mL, 4 mmol). The mixture was stirred at rt for 3 h and concentrated to leave 1-methyl-6-(pyrrolidin-3-yl)quinolin-2(1H)-one as its HCl salt (1 mg). LC-MS Method 1 tR=1.48 min, m/z=229.